From a dataset of the Open Reaction Database (ORD), a public repository of structured organic reaction records. describe an organic reaction: reactants, conditions, products, and yield The reactants are C(C)(=O)SCC(C(=O)N[C@@H](C)C(=O)N1[C@H](C(=O)O)CCC1)CC1=CC=CC=C1 (N-[N-(3-Acetylthio-2-Benzylpropionyl)-L-Alanyl]-L-Proline), N (ammonia), C(Cl)Cl.CO.[NH4+].[OH-] (CH2Cl2 MeOH NH4OH), resultant residue. Reagents/catalysts: [Zn] (zinc). Run in CO (methanol), CO (MeOH). Yields the product C(C1=CC=CC=C1)C(C(=O)N[C@@H](C)C(=O)N1[C@H](C(=O)O)CCC1)CS (N-[N-(2-Benzyl-3-Mercaptopropionyl)-L-Alanyl]-L-Proline). As a reaction SMILES: C([S:4][CH2:5][CH:6]([CH2:22][C:23]1[CH:28]=[CH:27][CH:26]=[CH:25][CH:24]=1)[C:7]([NH:9][C@H:10]([C:12]([N:14]1[CH2:21][CH2:20][CH2:19][C@H:15]1[C:16]([OH:18])=[O:17])=[O:13])[CH3:11])=[O:8])(=O)C.N.C(Cl)Cl.CO.[NH4+].[OH-]>[Zn].CO>[CH2:22]([CH:6]([CH2:5][SH:4])[C:7]([NH:9][C@H:10]([C:12]([N:14]1[CH2:21][CH2:20][CH2:19][C@H:15]1[C:16]([OH:18])=[O:17])=[O:13])[CH3:11])=[O:8])[C:23]1[CH:24]=[CH:25][CH:26]=[CH:27][CH:28]=1 |f:2.3.4.5|. Reported procedure: Treat the product from Step 1 with methanol saturated with ammonia as described in Example 12, Step 3 (before chromatography). Treat the resultant residue with zinc powder as described in Example 17. Chromatograph the product on flash grade silica gel using CH2Cl2 :MeOH:NH4OH (97.5:2.5:0.25) to give the title compound, [α]D26 =-118.2° (MeOH). Reactants: CC=C(C)C, Cc1cc(-c2ccccc2)sc1C=O, CN(C)C=O, [O-][Cl+][O-], [Na+], O. Yields the product Cc1cc(-c2ccccc2)sc1C(=O)O. Reaction SMILES: [CH3:15][C:16](=[CH:17][CH3:18])[CH3:19].[CH3:1][c:2]1[c:3]([CH:13]=[O:14])[s:4][c:5](-[c:7]2[cH:8][cH:9][cH:10][cH:11][cH:12]2)[cH:6]1.[CH3:24][N:25]([CH3:26])[CH:27]=[O:28].[Cl+:20]([O-:21])[O-:22].[Na+:23].[OH2:29]>>[CH3:1][c:2]1[c:3]([C:13](=[O:14])[OH:21])[s:4][c:5](-[c:7]2[cH:8][cH:9][cH:10][cH:11][cH:12]2)[cH:6]1.